From a dataset of the Open Reaction Database (ORD), a public repository of structured organic reaction records. describe an organic reaction: reactants, conditions, products, and yield Starting materials: CCc1c(C(=O)C(N)=O)c2c(OCC(=O)OC)nc(SC)nc2n1Cc1cccc(Cl)c1, CO, Cl, [Na+], [OH-]. The product is CCc1c(C(=O)C(N)=O)c2c(OCC(=O)O)nc(SC)nc2n1Cc1cccc(Cl)c1. RXN SMILES: [CH3:1][O:2][C:3]([CH2:4][O:5][c:6]1[c:7]2[c:8]([n:9][c:10]([S:12][CH3:13])[n:11]1)[n:14]([CH2:24][c:25]1[cH:26][c:27]([Cl:31])[cH:28][cH:29][cH:30]1)[c:15]([CH2:22][CH3:23])[c:16]2[C:17]([C:18](=[O:19])[NH2:20])=[O:21])=[O:32].[CH3:36][OH:37].[ClH:35].[Na+:34].[OH-:33]>>[O:2]=[C:3]([CH2:4][O:5][c:6]1[c:7]2[c:8]([n:9][c:10]([S:12][CH3:13])[n:11]1)[n:14]([CH2:24][c:25]1[cH:26][c:27]([Cl:31])[cH:28][cH:29][cH:30]1)[c:15]([CH2:22][CH3:23])[c:16]2[C:17]([C:18](=[O:19])[NH2:20])=[O:21])[OH:32]. The reactants are CC1Cc2cc(Br)cc3[nH]c(=O)c(=O)n(c23)C1CC(=O)O, CCOC(=O)c1ccc(N)cc1. Product: CCOC(=O)c1ccc(NC(=O)CC2C(C)Cc3cc(Br)cc4[nH]c(=O)c(=O)n2c34)cc1. As a reaction SMILES: [Br:1][c:2]1[cH:3][c:4]2[c:5]3[n:6]([c:7](=[O:13])[c:8](=[O:12])[nH:9][c:10]3[cH:11]1)[CH:14]([CH2:18][C:19](=[O:20])[OH:21])[CH:15]([CH3:17])[CH2:16]2.[CH2:22]([CH3:23])[O:24][C:25](=[O:26])[c:27]1[cH:28][cH:29][c:30]([NH2:31])[cH:32][cH:33]1>>[Br:1][c:2]1[cH:3][c:4]2[c:5]3[n:6]([c:7](=[O:13])[c:8](=[O:12])[nH:9][c:10]3[cH:11]1)[CH:14]([CH2:18][C:19](=[O:20])[NH:31][c:30]1[cH:29][cH:28][c:27]([C:25]([O:24][CH2:22][CH3:23])=[O:26])[cH:33][cH:32]1)[CH:15]([CH3:17])[CH2:16]2.